This data is from the Open Reaction Database (ORD), a public repository of structured organic reaction records. The task is: describe an organic reaction: reactants, conditions, products, and yield Reactants: CC(c1ccc(-c2ccccc2)c(F)c1)c1nc(CC(=O)O)no1, CO, O=S(=O)(O)O. Yields the product COC(=O)Cc1noc(C(C)c2ccc(-c3ccccc3)c(F)c2)n1. Reaction SMILES: [C:1](=[O:2])([OH:3])[CH2:4][c:5]1[n:6][o:7][c:8]([CH:10]([c:11]2[cH:12][c:13]([F:23])[c:14](-[c:17]3[cH:18][cH:19][cH:20][cH:21][cH:22]3)[cH:15][cH:16]2)[CH3:24])[n:9]1.[CH3:30][OH:31].[S:25](=[O:26])(=[O:27])([OH:28])[OH:29]>>[C:1]([O:2][CH3:30])(=[O:3])[CH2:4][c:5]1[n:6][o:7][c:8]([CH:10]([c:11]2[cH:12][c:13]([F:23])[c:14](-[c:17]3[cH:18][cH:19][cH:20][cH:21][cH:22]3)[cH:15][cH:16]2)[CH3:24])[n:9]1.